Dataset: the Open Reaction Database (ORD), a public repository of structured organic reaction records. Task: describe an organic reaction: reactants, conditions, products, and yield The solvent is C(C)O (ethanol). Reactants: C(C)(C)N1CCC(CC1)C1=CC=C(C=C1)[N+](=O)[O-] (1-isopropyl-4-(4-nitro-phenyl)-piperidine), O.NN (hydrazine hydrate). Reported procedure: To a solution of 1-isopropyl-4-(4-nitro-phenyl)-piperidine (2.405 g, 9.698 mmol), prepared according to Example 5, in ethanol (100 mL) under nitrogen is added Pd/C 10% (515.9 mg, 0.485 mmol), followed by dropwise addition of hydrazine hydrate (2.427 g, 48.49 mmol). The mixture is refluxed overnight until completion of the reaction. After filtration through a celite plug, the solvent is removed under reduced pressure to yield the title compound, which is used as such for the next step. The reagents and catalysts are [Pd] (Pd/C). Yields the product C(C)(C)N1CCC(CC1)C1=CC=C(C=C1)N (4-(1-Isopropyl-piperidin-4-yl)-phenylamine). As a reaction SMILES: [CH:1]([N:4]1[CH2:9][CH2:8][CH:7]([C:10]2[CH:15]=[CH:14][C:13]([N+:16]([O-])=O)=[CH:12][CH:11]=2)[CH2:6][CH2:5]1)([CH3:3])[CH3:2].O.NN>C(O)C.[Pd]>[CH:1]([N:4]1[CH2:5][CH2:6][CH:7]([C:10]2[CH:11]=[CH:12][C:13]([NH2:16])=[CH:14][CH:15]=2)[CH2:8][CH2:9]1)([CH3:3])[CH3:2] |f:1.2|. Reactants: CCCCCCCCCCCCS, CC1(C)CC(N(c2nc(Cl)nc(N(C3CC(C)(C)NC(C)(C)C3)C3CC(C)(C)NC(C)(C)C3)n2)C2CC(C)(C)NC(C)(C)C2)CC(C)(C)N1, [Na], Cc1ccccc1C. Product: CCCCCCCCCCCCSc1nc(N(C2CC(C)(C)NC(C)(C)C2)C2CC(C)(C)NC(C)(C)C2)nc(N(C2CC(C)(C)NC(C)(C)C2)C2CC(C)(C)NC(C)(C)C2)n1. RXN SMILES: [CH2:1]([CH2:2][CH2:3][CH2:4][CH2:5][CH2:6][CH2:7][CH2:8][CH2:9][CH2:10][CH2:11][CH3:12])[SH:13].[CH3:15][C:16]1([CH3:63])[NH:17][C:18]([CH3:61])([CH3:62])[CH2:19][CH:20]([N:22]([CH:23]2[CH2:24][C:25]([CH3:31])([CH3:32])[NH:26][C:27]([CH3:29])([CH3:30])[CH2:28]2)[c:33]2[n:34][c:35]([Cl:60])[n:36][c:37]([N:39]([CH:40]3[CH2:41][C:42]([CH3:48])([CH3:49])[NH:43][C:44]([CH3:46])([CH3:47])[CH2:45]3)[CH:50]3[CH2:51][C:52]([CH3:58])([CH3:59])[NH:53][C:54]([CH3:56])([CH3:57])[CH2:55]3)[n:38]2)[CH2:21]1.[Na:14].[c:64]1([CH3:65])[c:66]([CH3:67])[cH:68][cH:69][cH:70][cH:71]1>>[CH2:1]([CH2:2][CH2:3][CH2:4][CH2:5][CH2:6][CH2:7][CH2:8][CH2:9][CH2:10][CH2:11][CH3:12])[S:13][c:35]1[n:34][c:33]([N:22]([CH:20]2[CH2:19][C:18]([CH3:61])([CH3:62])[NH:17][C:16]([CH3:15])([CH3:63])[CH2:21]2)[CH:23]2[CH2:24][C:25]([CH3:31])([CH3:32])[NH:26][C:27]([CH3:29])([CH3:30])[CH2:28]2)[n:38][c:37]([N:39]([CH:40]2[CH2:41][C:42]([CH3:48])([CH3:49])[NH:43][C:44]([CH3:46])([CH3:47])[CH2:45]2)[CH:50]2[CH2:51][C:52]([CH3:58])([CH3:59])[NH:53][C:54]([CH3:56])([CH3:57])[CH2:55]2)[n:36]1. Reactants: BrC=1C=CC(=NC1)C(=O)NC1CN(CC(C1)C1=CC=C(C=C1)CC)C(=O)C1CCCC1 (5-Bromo-N-[1-(cyclopentylcarbonyl)-5-(4-ethylphenyl)piperidin-3-yl]pyridine-2-carboxamide), FC(C=1C=C(C=CC1)B(O)O)(F)F ([3-(trifluoromethyl)phenyl]boronic acid). The product is C1(CCCC1)C(=O)N1CC(CC(C1)C1=CC=C(C=C1)CC)NC(=O)C1=NC=C(C=C1)C1=CC(=CC=C1)C(F)(F)F (N-[1-(Cyclopentylcarbonyl)-5-(4-ethylphenyl)piperidin-3-yl]-5-[3-(trifluoromethyl)phenyl]pyridine-2-carboxamide). RXN SMILES: Br[C:2]1[CH:3]=[CH:4][C:5]([C:8]([NH:10][CH:11]2[CH2:16][CH:15]([C:17]3[CH:22]=[CH:21][C:20]([CH2:23][CH3:24])=[CH:19][CH:18]=3)[CH2:14][N:13]([C:25]([CH:27]3[CH2:31][CH2:30][CH2:29][CH2:28]3)=[O:26])[CH2:12]2)=[O:9])=[N:6][CH:7]=1.[F:32][C:33]([F:44])([F:43])[C:34]1[CH:35]=[C:36](B(O)O)[CH:37]=[CH:38][CH:39]=1>>[CH:27]1([C:25]([N:13]2[CH2:14][CH:15]([C:17]3[CH:22]=[CH:21][C:20]([CH2:23][CH3:24])=[CH:19][CH:18]=3)[CH2:16][CH:11]([NH:10][C:8]([C:5]3[CH:4]=[CH:3][C:2]([C:38]4[CH:37]=[CH:36][CH:35]=[C:34]([C:33]([F:44])([F:43])[F:32])[CH:39]=4)=[CH:7][N:6]=3)=[O:9])[CH2:12]2)=[O:26])[CH2:31][CH2:30][CH2:29][CH2:28]1. Procedure: 59 mg (0.12 mmol) of 5-bromo-N-[1-(cyclopentylcarbonyl)-5-(4-ethylphenyl)piperidin-3-yl]pyridine-2-carboxamide (Example 82) and 27 mg (0.14 mmol, 1.2 eq.) of [3-(trifluoromethyl)phenyl]boronic acid were reacted according to General Method 7. Yield: 46 mg (71% of theory) The reactants are O=CC(=O)O, Cc1cc(B(O)O)ccc1CCOC(=O)Nc1cccc(C(C)NC(=O)OCc2ccccc2)c1, NC(=O)c1cccc(N)c1, O. The product is Cc1cc(C(Nc2cccc(C(N)=O)c2)C(=O)O)ccc1CCOC(=O)Nc1cccc(C(C)NC(=O)OCc2ccccc2)c1. RXN SMILES: [C:47]([CH:48]=[O:49])(=[O:50])[OH:51].[CH2:1]([c:2]1[cH:3][cH:4][cH:5][cH:6][cH:7]1)[O:8][C:9](=[O:10])[NH:11][CH:12]([CH3:13])[c:14]1[cH:15][c:16]([NH:20][C:21](=[O:22])[O:23][CH2:24][CH2:25][c:26]2[c:27]([CH3:35])[cH:28][c:29]([B:32]([OH:33])[OH:34])[cH:30][cH:31]2)[cH:17][cH:18][cH:19]1.[NH2:36][c:37]1[cH:38][c:39]([C:40](=[O:41])[NH2:42])[cH:43][cH:44][cH:45]1.[OH2:46]>>[CH2:1]([c:2]1[cH:3][cH:4][cH:5][cH:6][cH:7]1)[O:8][C:9](=[O:10])[NH:11][CH:12]([CH3:13])[c:14]1[cH:15][c:16]([NH:20][C:21](=[O:22])[O:23][CH2:24][CH2:25][c:26]2[c:27]([CH3:35])[cH:28][c:29]([CH:48]([NH:36][c:37]3[cH:38][c:39]([C:40](=[O:41])[NH2:42])[cH:43][cH:44][cH:45]3)[C:47](=[O:50])[OH:51])[cH:30][cH:31]2)[cH:17][cH:18][cH:19]1. The reactants are O1CCCC1 (Tetrahydrofurane), Cl (HCl), Cl (HCl), Cl (HCl), C(C)(C)(C)OC(NC1CCN(CC1)C1CCCC1)=O ((1-Cyclopentyl-piperidin-4-yl)-carbamic acid tert-butyl ester), Cl (HCl). The solvent is C(C)(C)O (isopropanol), CO (methanol), C(C)(C)O (isopropanol), CO (methanol), C(C)(C)O (isopropanol), CO (methanol), C(C)(C)O (isopropanol). Run at time 24 hour. Yields the product [Cl-].C1(CCCC1)N1CCC(CC1)[NH3+] (1-Cyclopentyl-piperidin-4-yl-ammonium chloride). RXN SMILES: C(OC(=O)[NH:7][CH:8]1[CH2:13][CH2:12][N:11]([CH:14]2[CH2:18][CH2:17][CH2:16][CH2:15]2)[CH2:10][CH2:9]1)(C)(C)C.[ClH:20].O1CCCC1>CO.C(O)(C)C>[Cl-:20].[CH:14]1([N:11]2[CH2:10][CH2:9][CH:8]([NH3+:7])[CH2:13][CH2:12]2)[CH2:18][CH2:17][CH2:16][CH2:15]1 |f:5.6|. Procedure details: (1-Cyclopentyl-piperidin-4-yl)-carbamic acid tert-butyl ester (3) (6.70 g, 25 mmol, 1 equiv) was dissolved in methanol (30 mL), followed by the addition of 6 N HCl in isopropanol (10 mL). The solution was stirred at room temperature for 24 hours. Due to the incompleteness of the reaction, 6 N HCl in isopropanol (10 mL) and methanol (50 mL) were added to the solution. The solution was stirred at room temperature for another 24 hours. LC-MS indicated incompletion of the reaction. Tetrahydrofurane ...